From a dataset of the Open Reaction Database (ORD), a public repository of structured organic reaction records. describe an organic reaction: reactants, conditions, products, and yield Starting materials: CC=1C(=C(C2=CC=CC=C2C1)C(=O)O)N (methyl 2-amino-1-naphthoic acid), FC1=C(C=CC=C1)S(=O)(=O)Cl (2-fluorobenzenesulfonyl chloride), N1=CC=CC=C1 (pyridine). Reaction conditions: time 16 hour. The product is FC1=C(C=CC=C1)S(=O)(=O)NC1=C(C2=CC=CC=C2C=C1)C(=O)OC (methyl 2-{[(2-fluorophenyl)sulfonyl]amino}-1-naphthoate). As a reaction SMILES: C[C:2]1[C:3]([NH2:15])=[C:4]([C:12]([OH:14])=[O:13])[C:5]2[C:10]([CH:11]=1)=[CH:9][CH:8]=[CH:7][CH:6]=2.[F:16][C:17]1[CH:22]=[CH:21][CH:20]=[CH:19][C:18]=1[S:23](Cl)(=[O:25])=[O:24].N1C=CC=C[CH:28]=1>>[F:16][C:17]1[CH:22]=[CH:21][CH:20]=[CH:19][C:18]=1[S:23]([NH:15][C:3]1[CH:2]=[CH:11][C:10]2[C:5](=[CH:6][CH:7]=[CH:8][CH:9]=2)[C:4]=1[C:12]([O:14][CH3:28])=[O:13])(=[O:25])=[O:24]. Procedure details: A solution of Example 133A (6.97 g, 34.7 mmol) in pyridine (70 mL) was treated with 2-fluorobenzenesulfonyl chloride (7.86 g, 40.4 mmol), stirred for 16 hours at ambient temperature, concentrated, diluted with 1M NaHSO4, and extracted with dichloromethane. The extract was dried (MgSO4), filtered, and concentrated. The concentrate was purified by flash column chromatography on silica gel with 30% ethyl acetate/hexanes to provide the desired product (6.04 g). MS (ESI(+)) m/e 360 (M+H)+. Starting materials: C(C)(C)[C@@H](CO)N ((1S)-1-Isopropyl-2-hydroxyethylamine), O=S(Cl)Cl (SOCl2), CC1=C(C=CC(=C1)[N+](=O)[O-])N=C=S (2-methyl-4-nitrophenyl isothiocyanate). The product is CC1=C(C=CC(=C1)[N+](=O)[O-])N=C1SC[C@@H](N1)C(C)C ((4S)-2-(2-methyl-4-nitrophenylimino)-4-isopropyl-1,3-thiazolidine). RXN SMILES: [CH:1]([C@H:4]([NH2:7])[CH2:5]O)([CH3:3])[CH3:2].O=S(Cl)Cl.[CH3:12][C:13]1[CH:18]=[C:17]([N+:19]([O-:21])=[O:20])[CH:16]=[CH:15][C:14]=1[N:22]=[C:23]=[S:24]>>[CH3:12][C:13]1[CH:18]=[C:17]([N+:19]([O-:21])=[O:20])[CH:16]=[CH:15][C:14]=1[N:22]=[C:23]1[NH:7][C@@H:4]([CH:1]([CH3:3])[CH3:2])[CH2:5][S:24]1. Reported procedure: (1S)-1-Isopropyl-2-hydroxyethylamine was reacted with SOCl2 followed by 2-methyl-4-nitrophenyl isothiocyanate according to Method C2a to give (4S)-2-(2-methyl-4-nitrophenylimino)-4-isopropyl-1,3-thiazolidine. The thiazolidine was reacted with cyclopentyl bromide according to Method D2a to afford (4S)-2-(2-methyl-4-nitrophenylimino)-4-isopropyl-3-cyclopentyl-1,3-thiazolidine. Reactants: C(C)(C)C1=CC=C(CNC(=O)[C@@H]2N(CCN(C2)C(C)=O)S(=O)(=O)C2=CC(=C(C=C2)OC(F)(F)F)I)C=C1 ((R)-4-acetyl-1-(3-iodo-4-trifluoromethoxy-benzenesulfonyl)-piperazine-2-carboxylic acid 4-isopropyl-benzylamide), [Br-].C(C)OC(CCC[Zn+])=O.O1CCCC1 (4-ethoxy-4-oxobutylzinc bromide tetrahydrofuran), Cl (hydrochloric acid). Reagents/catalysts: C1(=CC=CC=C1)[C-]1C(=C(C(=C1C1=CC=CC=C1)C1=CC=CC=C1)C1=CC=CC=C1)C1=CC=CC=C1.C(C)(C)(C)P([C-]1C=CC=C1)C(C)(C)C.[Fe+2] (1,2,3,4,5-pentaphenyl-1′-(di-tert-butylphosphino)ferrocene), C=1C=CC(=CC1)/C=C/C(=O)/C=C/C2=CC=CC=C2.C=1C=CC(=CC1)/C=C/C(=O)/C=C/C2=CC=CC=C2.[Pd] (bis(dibenzylideneacetone)palladium(0)). Run in O1CCCC1 (tetrahydrofuran). Product: C(C)(=O)N1C[C@@H](N(CC1)S(=O)(=O)C=1C=CC(=C(C1)CCCC(=O)O)OC(F)(F)F)C(NCC1=CC=C(C=C1)C(C)C)=O (4-{5-[(R)-4-acetyl-2-(4-isopropyl-benzylcarbamoyl)-piperazine-1-sulfonyl]-2-trifluoromethoxy-phenyl}-butyric acid). As a reaction SMILES: [CH:1]([C:4]1[CH:37]=[CH:36][C:7]([CH2:8][NH:9][C:10]([C@H:12]2[CH2:17][N:16]([C:18](=[O:20])[CH3:19])[CH2:15][CH2:14][N:13]2[S:21]([C:24]2[CH:29]=[CH:28][C:27]([O:30][C:31]([F:34])([F:33])[F:32])=[C:26](I)[CH:25]=2)(=[O:23])=[O:22])=[O:11])=[CH:6][CH:5]=1)([CH3:3])[CH3:2].[Br-].C([O:41][C:42](=[O:47])[CH2:43][CH2:44][CH2:45][Zn+])C.O1CCCC1.Cl>O1CCCC1.C1([C-]2C(C3C=CC=CC=3)=C(C3C=CC=CC=3)C(C3C=CC=CC=3)=C2C2C=CC=CC=2)C=CC=CC=1.C(P(C(C)(C)C)[C-]1C=CC=C1)(C)(C)C.[Fe+2].C1C=CC(/C=C/C(/C=C/C2C=CC=CC=2)=O)=CC=1.C1C=CC(/C=C/C(/C=C/C2C=CC=CC=2)=O)=CC=1.[Pd]>[C:18]([N:16]1[CH2:15][CH2:14][N:13]([S:21]([C:24]2[CH:29]=[CH:28][C:27]([O:30][C:31]([F:33])([F:32])[F:34])=[C:26]([CH2:45][CH2:44][CH2:43][C:42]([OH:47])=[O:41])[CH:25]=2)(=[O:22])=[O:23])[C@@H:12]([C:10](=[O:11])[NH:9][CH2:8][C:7]2[CH:36]=[CH:37][C:4]([CH:1]([CH3:3])[CH3:2])=[CH:5][CH:6]=2)[CH2:17]1)(=[O:20])[CH3:19] |f:1.2.3,6.7.8,9.10.11|. Procedure details: Under an argon stream, to a suspension of the compound (46 mg) obtained in Example 10, 1,2,3,4,5-pentaphenyl-1′-(di-tert-butylphosphino)ferrocene (5 mg) and bis(dibenzylideneacetone)palladium(0) (4 mg) in tetrahydrofuran was added, with stirring under ice-cooling, 0.5M 4-ethoxy-4-oxobutylzinc bromide/tetrahydrofuran solution (422 μl). After stirring at room temperature for 24 hr, 1N aqueous hydrochloric acid solution was added, and the mixture was extracted with ethyl acetate. The organic layer ... Starting materials: FC(CCCC(=O)O)(F)F (5,5,5-trifluoropentanoic acid), C(C1=CC=CC=C1)[C@@H]1NC(OC1)=O ((4S)-4-benzyl-1,3-oxazolidin-2-one), 1B. Product: C(C1=CC=CC=C1)[C@@H]1N(C(OC1)=O)C(CCCC(F)(F)F)=O ((4S)-4-Benzyl-3-(5,5,5-trifluoropentanoyl)-1,3-oxazolidin-2-one). RXN SMILES: [F:1][C:2]([F:10])([F:9])[CH2:3][CH2:4][CH2:5][C:6]([OH:8])=O.[CH2:11]([C@H:18]1[CH2:22][O:21][C:20](=[O:23])[NH:19]1)[C:12]1[CH:17]=[CH:16][CH:15]=[CH:14][CH:13]=1>>[CH2:11]([C@H:18]1[CH2:22][O:21][C:20](=[O:23])[N:19]1[C:6](=[O:8])[CH2:5][CH2:4][CH2:3][C:2]([F:1])([F:10])[F:9])[C:12]1[CH:13]=[CH:14][CH:15]=[CH:16][CH:17]=1. Procedure: Preparation 1N was prepared from 5,5,5-trifluoropentanoic acid (3.35 g, 21.46 mmol) and (4S)-4-benzyl-1,3-oxazolidin-2-one (3.80 g, 21.46 mmol) by the general methods shown for Preparation 1B. Preparation 1N (5.67 g, 84%) was obtained as a colorless viscous oil: 1H NMR (400 MHz, CDCl3) δ ppm 7.32-7.39 (2H, m), 7.30 (1H, d, J=7.05 Hz), 7.18-7.25 (2H, m), 4.64-4.74 (1H, m), 4.17-4.27 (2H, m), 3.31 (1H, dd, J=13.35, 3.27 Hz), 3.00-3.11 (2H, m), 2.79 (1H, dd, J=13.35, 9.57 Hz), 2.16-2.28 (2H, m), 1.... Starting materials: ClC=1C=C(C(=NC1)N)C (5-chloro-3-methylpyridin-2-amine), FC1=CC=C(C=C1)S(=O)(=O)Cl (4-fluorobenzene-1-sulfonyl chloride). Solvent: N1=CC=CC=C1 (pyridine), N1=CC=CC=C1 (pyridine). Run at temperature 20 celsius, time 16 hour. The product is ClC=1C=C(C(=NC1)NS(=O)(=O)C1=CC=C(C=C1)F)C (N-(5-chloro-3-methylpyridin-2-yl)-4-fluorobenzenesulfonamide). Yield: 47.6%. As a reaction SMILES: [Cl:1][C:2]1[CH:3]=[C:4]([CH3:9])[C:5]([NH2:8])=[N:6][CH:7]=1.[F:10][C:11]1[CH:16]=[CH:15][C:14]([S:17](Cl)(=[O:19])=[O:18])=[CH:13][CH:12]=1>N1C=CC=CC=1>[Cl:1][C:2]1[CH:3]=[C:4]([CH3:9])[C:5]([NH:8][S:17]([C:14]2[CH:15]=[CH:16][C:11]([F:10])=[CH:12][CH:13]=2)(=[O:19])=[O:18])=[N:6][CH:7]=1. Procedure: To a solution of 5-chloro-3-methylpyridin-2-amine (500 mg, 3.51 mmol) in pyridine (7 mL) stirred in air at room temperature was added a solution of 4-fluorobenzene-1-sulfonyl chloride (819 mg, 4.21 mmol) in pyridine (7 mL). The reaction mixture was stirred at 20° C. for 16 hours then the solvent was evaporated in vacuo. The crude was passed through an aminopropyl (NH2) solid phase extraction (SPE) cartridge eluting with methanol followed by 2M ammonia/methanol, then a sulphonic acid (SCX) SPE ca...